Task: describe an organic reaction: reactants, conditions, products, and yield. Dataset: the Open Reaction Database (ORD), a public repository of structured organic reaction records Starting materials: CC(C)(C)OC(=O)COc1cc2c(c(Cl)c1Cl)C(=O)C(C)(C1CCCC1)C2, Cc1ccc(S(=O)(=O)O)cc1, c1ccccc1. Yields the product CC1(C2CCCC2)Cc2cc(OCC(=O)O)c(Cl)c(Cl)c2C1=O. RXN SMILES: [O:1]=[C:2]1[C:3]([CH3:22])([CH:23]2[CH2:24][CH2:25][CH2:26][CH2:27]2)[CH2:4][c:5]2[cH:6][c:7]([O:13][CH2:14][C:15](=[O:16])[O:17][C:18]([CH3:19])([CH3:20])[CH3:21])[c:8]([Cl:12])[c:9]([Cl:11])[c:10]21.[c:28]1([CH3:29])[cH:30][cH:31][c:32]([S:33]([OH:34])(=[O:35])=[O:36])[cH:37][cH:38]1.[cH:39]1[cH:40][cH:41][cH:42][cH:43][cH:44]1>>[O:1]=[C:2]1[C:3]([CH3:22])([CH:23]2[CH2:24][CH2:25][CH2:26][CH2:27]2)[CH2:4][c:5]2[cH:6][c:7]([O:13][CH2:14][C:15](=[O:16])[OH:17])[c:8]([Cl:12])[c:9]([Cl:11])[c:10]21.